Dataset: the Open Reaction Database (ORD), a public repository of structured organic reaction records. Task: describe an organic reaction: reactants, conditions, products, and yield The product is NC1=C2C(=NC=N1)N(N=C2C2=CC(=C(C=C2)NC(C2=C(C=C(C=C2)C(F)(F)F)F)=O)OC)C2=CC=C(C=C2)CN2C[C@@H](CC2)O (N1-{4-[4-amino-1-(4-{[(3R)-3-hydroxytetrahydro-1H-1-pyrrolyl]methyl}phenyl)-1H-pyrazolo[3,4-d]pyrimidin-3-yl]-2-methoxyphenyl}-2-fluoro-4-(trifluoromethyl)benzamide). Conditions: time 3 day. Run in ClC(C)Cl (dichloroethane). Yield: 39.3%. RXN SMILES: [NH2:1][C:2]1[N:7]=[CH:6][N:5]=[C:4]2[N:8]([C:33]3[CH:38]=[CH:37][C:36]([CH:39]=O)=[CH:35][CH:34]=3)[N:9]=[C:10]([C:11]3[CH:16]=[CH:15][C:14]([NH:17][C:18](=[O:30])[C:19]4[CH:24]=[CH:23][C:22]([C:25]([F:28])([F:27])[F:26])=[CH:21][C:20]=4[F:29])=[C:13]([O:31][CH3:32])[CH:12]=3)[C:3]=12.[NH:41]1[CH2:45][CH2:44][C@@H:43]([OH:46])[CH2:42]1.C(O[BH-](OC(=O)C)OC(=O)C)(=O)C.[Na+].[OH-].[Na+]>ClC(Cl)C>[NH2:1][C:2]1[N:7]=[CH:6][N:5]=[C:4]2[N:8]([C:33]3[CH:34]=[CH:35][C:36]([CH2:39][N:41]4[CH2:45][CH2:44][C@@H:43]([OH:46])[CH2:42]4)=[CH:37][CH:38]=3)[N:9]=[C:10]([C:11]3[CH:16]=[CH:15][C:14]([NH:17][C:18](=[O:30])[C:19]4[CH:24]=[CH:23][C:22]([C:25]([F:27])([F:28])[F:26])=[CH:21][C:20]=4[F:29])=[C:13]([O:31][CH3:32])[CH:12]=3)[C:3]=12 |f:2.3,4.5|. Reported procedure: A mixture of N1-{4-[4-amino-1-(4-formylphenyl)-1H-pyrazolo[3,4-d]pyrimidin-3-yl]-2-methoxyphenyl}-2-fluoro-4-(trifluoromethyl)benzamide (Intermediate 2) (0.075 g, 0.14 mmol), (R)-(+)-3-pyrrolidinol (0.024 g, 0.27 mmol), and sodium triacetoxyborohydride (0.087 g, 0.41 mmol) in dichloroethane (1.4 mL) was shaken at room temperature for 3 days. Additional portions of (R)-(+)-3-pyrrolidinol (0.1 mL), and sodium triacetoxyborohydride (0.084 g, 0.40 mmol) were added and the reaction mixture was shaken... The reactants are N1C[C@@H](CC1)O ((R)-(+)-3-pyrrolidinol), C(C)(=O)O[BH-](OC(C)=O)OC(C)=O.[Na+] (sodium triacetoxyborohydride), NC1=C2C(=NC=N1)N(N=C2C2=CC(=C(C=C2)NC(C2=C(C=C(C=C2)C(F)(F)F)F)=O)OC)C2=CC=C(C=C2)C=O (N1-{4-[4-amino-1-(4-formylphenyl)-1H-pyrazolo[3,4-d]pyrimidin-3-yl]-2-methoxyphenyl}-2-fluoro-4-(trifluoromethyl)benzamide), NC1=C2C(=NC=N1)N(N=C2C2=CC(=C(C=C2)NC(C2=C(C=C(C=C2)C(F)(F)F)F)=O)OC)C2=CC=C(C=C2)C=O (N1-{4-[4-amino-1-(4-formylphenyl)-1H-pyrazolo[3,4-d]pyrimidin-3-yl]-2-methoxyphenyl}-2-fluoro-4-(trifluoromethyl)benzamide), N1C[C@@H](CC1)O ((R)-(+)-3-pyrrolidinol), C(C)(=O)O[BH-](OC(C)=O)OC(C)=O.[Na+] (sodium triacetoxyborohydride), [OH-].[Na+] (NaOH). Reactants: COC=1C=C(OCCN2C(C3CCCC(C2)N3)=O)C=CC1OC (3-(2-(3,4-Dimethoxyphenoxyl)ethyl)-3,9-diazabicyclo[3.3.1]nonan-2-one), CCN(C(C)C)C(C)C (DIPEA), S1C=NC2=C1C=C(C=C2)S(=O)(=O)Cl (1,3-benzothiazole-6-sulfonyl chloride). The solvent is C(Cl)Cl (DCM). Conditions: time 30 minute. The product is S1C=NC2=C1C=C(C=C2)S(=O)(=O)N2C1C(N(CC2CCC1)CCOC1=CC(=C(C=C1)OC)OC)=O (9-(benzo[d]thiazol-6-ylsulfonyl)-3-(2-(3,4-dimethoxyphenoxy)-ethyl)-3,9-diazabicyclo[3.3.1]nonan-2-one). Reaction SMILES: [CH3:1][O:2][C:3]1[CH:4]=[C:5]([CH:19]=[CH:20][C:21]=1[O:22][CH3:23])[O:6][CH2:7][CH2:8][N:9]1[CH2:16][CH:15]2[NH:17][CH:11]([CH2:12][CH2:13][CH2:14]2)[C:10]1=[O:18].CCN(C(C)C)C(C)C.[S:33]1[C:37]2[CH:38]=[C:39]([S:42](Cl)(=[O:44])=[O:43])[CH:40]=[CH:41][C:36]=2[N:35]=[CH:34]1>C(Cl)Cl>[S:33]1[C:37]2[CH:38]=[C:39]([S:42]([N:17]3[CH:15]4[CH2:14][CH2:13][CH2:12][CH:11]3[C:10](=[O:18])[N:9]([CH2:8][CH2:7][O:6][C:5]3[CH:19]=[CH:20][C:21]([O:22][CH3:23])=[C:3]([O:2][CH3:1])[CH:4]=3)[CH2:16]4)(=[O:43])=[O:44])[CH:40]=[CH:41][C:36]=2[N:35]=[CH:34]1. Procedure details: 3-(2-(3,4-Dimethoxyphenoxyl)ethyl)-3,9-diazabicyclo[3.3.1]nonan-2-one (32 mg, 0.1 mmol) in 3 ml DCM was treated with DIPEA (15 mg, 0.12 mmol) and stirring for 30 min at room temperature followed by addition of 1,3-benzothiazole-6-sulfonyl chloride (28 mg, 0.12 mmol). The reaction was stirred overnight at room temperature, the reaction was quenched with saturated NH4Cl solution (5 ml), extracted with DCM (4×10 ml). The organic layers were dried over MgSO4 and concentrated in vacuo. The mixture wa... Starting materials: [H-].[Na+] (NaH), N1=C(C=CC=C1)C(CC1=CC=NC2=CC=CC=C12)=NNC(CC(CBr)CC1=CC=CC=C1)=O (3-benzyl-4-bromo-butyric acid(1-pyridin-2-yl-2-quinolin-4-yl-ethylidene)-hydrazide), [Cl-].[NH4+] (ammonium chloride). Solvent: O1CCCC1 (tetrahydrofuran). Conditions: time 2 hour. Product: C(C1=CC=CC=C1)C1CC(N(C1)N=C(CC1=CC=NC2=CC=CC=C12)C1=NC=CC=C1)=O (4-Benzyl-1-(1-pyridin-2-yl-2-quinolin-4-yl-ethylideneamino)-pyrrolidin-2-one). RXN SMILES: [N:1]1[CH:6]=[CH:5][CH:4]=[CH:3][C:2]=1[C:7](=[N:19][NH:20][C:21](=[O:33])[CH2:22][CH:23]([CH2:26][C:27]1[CH:32]=[CH:31][CH:30]=[CH:29][CH:28]=1)[CH2:24]Br)[CH2:8][C:9]1[C:18]2[C:13](=[CH:14][CH:15]=[CH:16][CH:17]=2)[N:12]=[CH:11][CH:10]=1.[H-].[Na+].[Cl-].[NH4+]>O1CCCC1>[CH2:26]([CH:23]1[CH2:24][N:20]([N:19]=[C:7]([C:2]2[CH:3]=[CH:4][CH:5]=[CH:6][N:1]=2)[CH2:8][C:9]2[C:18]3[C:13](=[CH:14][CH:15]=[CH:16][CH:17]=3)[N:12]=[CH:11][CH:10]=2)[C:21](=[O:33])[CH2:22]1)[C:27]1[CH:32]=[CH:31][CH:30]=[CH:29][CH:28]=1 |f:1.2,3.4|. Reported procedure: A mixture of 3-benzyl-4-bromo-butyric acid(1-pyridin-2-yl-2-quinolin-4-yl-ethylidene)-hydrazide (PREP. 70, 0.8 g, 1.6 mmol) in tetrahydrofuran (26 mL) at 0° C. is treated with NaH (60% in mineral oil, 0.086 g, 2.2 mmol). The mixture is warmed to room temperature and stirred for 2 h. Saturated ammonium chloride (2 mL) is added and volatiles removed in vacuo. The residue is chromatographed on SiO2 (90% ethyl acetate/hexanes followed by dichloromethane:methanol:ammonium hydroxide/94:5:1) to yield t... Starting materials: BrC=1C(=NN(C1)C(C)C)C1=CC=C(C=C1)N ({4-[4-bromo-1-(1-methylethyl)-1H-pyrazol-3-yl]phenyl}amine), CNC (dimethylamine), O1CCCC1 (tetrahydrofuran). Product: BrC=1C(=NN(C1)C(C)C)C1=CC=C(C=C1)NC(N(C)C)=O (N′-{4-[4-bromo-1-(1-methylethyl)-1H-pyrazol-3-yl]phenyl}-N,N-dimethylurea). As a reaction SMILES: [Br:1][C:2]1[C:3]([C:10]2[CH:15]=[CH:14][C:13]([NH2:16])=[CH:12][CH:11]=2)=[N:4][N:5]([CH:7]([CH3:9])[CH3:8])[CH:6]=1.[CH3:17][NH:18][CH3:19].[O:20]1[CH2:24]CCC1>>[Br:1][C:2]1[C:3]([C:10]2[CH:15]=[CH:14][C:13]([NH:16][C:24](=[O:20])[N:18]([CH3:19])[CH3:17])=[CH:12][CH:11]=2)=[N:4][N:5]([CH:7]([CH3:9])[CH3:8])[CH:6]=1. Procedure: Following the procedure described in Example 5a using {4-[4-bromo-1-(1-methylethyl)-1H-pyrazol-3-yl]phenyl}amine and 2M dimethylamine in tetrahydrofuran provided the title compound. ESMS [M+H]+: 351.2 The reactants are BrC(Br)(Br)Br, ClCCl, CC(C)c1nc2ccccc2c(-c2ccc(F)cc2)c1C=O, c1ccc(P(c2ccccc2)c2ccccc2)cc1. Yields the product CC(C)c1nc2ccccc2c(-c2ccc(F)cc2)c1C=C(Br)Br. RXN SMILES: [C:1]([Br:2])([Br:3])([Br:4])[Br:5].[Cl:47][CH2:48][Cl:49].[F:6][c:7]1[cH:8][cH:9][c:10](-[c:13]2[c:14]([CH:26]=[O:27])[c:15]([CH:23]([CH3:24])[CH3:25])[n:16][c:17]3[cH:18][cH:19][cH:20][cH:21][c:22]23)[cH:11][cH:12]1.[c:28]1([P:29]([c:30]2[cH:31][cH:32][cH:33][cH:34][cH:35]2)[c:36]2[cH:37][cH:38][cH:39][cH:40][cH:41]2)[cH:42][cH:43][cH:44][cH:45][cH:46]1>>[C:1]([Br:2])([Br:5])=[CH:26][c:14]1[c:13](-[c:10]2[cH:9][cH:8][c:7]([F:6])[cH:12][cH:11]2)[c:22]2[c:17]([n:16][c:15]1[CH:23]([CH3:24])[CH3:25])[cH:18][cH:19][cH:20][cH:21]2. Reactants: N1CC(C1)NC(C1=C(C=C(C(=C1)OC)NC=1N=CC2=C(N(CC(C(N2C)=O)(F)F)C2CCCC2)N1)F)=O (N-(azetidin-3-yl)-4-(9-cyclopentyl-7,7-difluoro-5-methyl-6-oxo-6,7,8,9-tetrahydro-5H-pyrimido[4,5-b][1,4]diazepin-2-ylamino)-2-fluoro-5-methoxybenzamide), C(Cl)Cl (DCM), CO (MeOH), C1(CCCC1)=O (cyclopentanone). The solvent is CC(=O)O (AcOH). Run at time 3 hour. The product is C1(CCCC1)N1C2=C(N(C(C(C1)(F)F)=O)C)C=NC(=N2)NC2=CC(=C(C(=O)NC1CN(C1)C1CCCC1)C=C2OC)F (4-(9-cyclopentyl-7,7-difluoro-5-methyl-6-oxo-6,7,8,9-tetrahydro-5H-pyrimido[4,5-b][1,4]diazepin-2-ylamino)-N-(1-cyclopentylazetidin-3-yl)-2-fluoro-5-methoxybenzamide). The yield is 4.5%. Reaction SMILES: [NH:1]1[CH2:4][CH:3]([NH:5][C:6](=[O:37])[C:7]2[CH:12]=[C:11]([O:13][CH3:14])[C:10]([NH:15][C:16]3[N:17]=[CH:18][C:19]4[N:25]([CH3:26])[C:24](=[O:27])[C:23]([F:29])([F:28])[CH2:22][N:21]([CH:30]5[CH2:34][CH2:33][CH2:32][CH2:31]5)[C:20]=4[N:35]=3)=[CH:9][C:8]=2[F:36])[CH2:2]1.C(Cl)Cl.CO.[C:43]1(=O)[CH2:47][CH2:46][CH2:45][CH2:44]1>CC(O)=O>[CH:30]1([N:21]2[CH2:22][C:23]([F:28])([F:29])[C:24](=[O:27])[N:25]([CH3:26])[C:19]3[CH:18]=[N:17][C:16]([NH:15][C:10]4[C:11]([O:13][CH3:14])=[CH:12][C:7]([C:6]([NH:5][CH:3]5[CH2:2][N:1]([CH:43]6[CH2:47][CH2:46][CH2:45][CH2:44]6)[CH2:4]5)=[O:37])=[C:8]([F:36])[CH:9]=4)=[N:35][C:20]2=3)[CH2:34][CH2:33][CH2:32][CH2:31]1. Procedure details: To a solution of N-(azetidin-3-yl)-4-(9-cyclopentyl-7,7-difluoro-5-methyl-6-oxo-6,7,8,9-tetrahydro-5H-pyrimido[4,5-b][1,4]diazepin-2-ylamino)-2-fluoro-5-methoxybenzamide (100 mg, 0.19 mmol) in AcOH:DCM:MeOH (2.5 mL, 1:2:2) was added cyclopentanone (100 μL, 1.09 mmol), borane-pyridine complex (100 μL, 0.8 mmol), and left to stir for 3 h. The solvent was then removed and the product purified by reverse phase HPLC, free based, and lyophilized to yield a white solid (5.0 mg, 9%). 1H NMR (400 MHz, DM... The reactants are BrC1=C(C(=C(S1)C(=O)OCC)C1=CC=C(C=C1)S(=O)(=O)N1CCCCC1)C (ethyl 5-bromo-4-methyl-3-(4-(piperidin-1-ylsulfonyl)phenyl)thiophene-2-carboxylate), ClC1=CC=C(C=C1)B(O)O ((4-chlorophenyl)boronic acid). Yields the product ClC1=CC=C(C=C1)C1=C(C(=C(S1)C(=O)OCC)C1=CC=C(C=C1)S(=O)(=O)N1CCCCC1)C (Ethyl 5-(4-chlorophenyl)-4-methyl-3-(4-(piperidin-1-ylsulfonyl)phenyl)thiophene-2-carboxylate). As a reaction SMILES: Br[C:2]1[S:6][C:5]([C:7]([O:9][CH2:10][CH3:11])=[O:8])=[C:4]([C:12]2[CH:17]=[CH:16][C:15]([S:18]([N:21]3[CH2:26][CH2:25][CH2:24][CH2:23][CH2:22]3)(=[O:20])=[O:19])=[CH:14][CH:13]=2)[C:3]=1[CH3:27].[Cl:28][C:29]1[CH:34]=[CH:33][C:32](B(O)O)=[CH:31][CH:30]=1>>[Cl:28][C:29]1[CH:34]=[CH:33][C:32]([C:2]2[S:6][C:5]([C:7]([O:9][CH2:10][CH3:11])=[O:8])=[C:4]([C:12]3[CH:13]=[CH:14][C:15]([S:18]([N:21]4[CH2:22][CH2:23][CH2:24][CH2:25][CH2:26]4)(=[O:19])=[O:20])=[CH:16][CH:17]=3)[C:3]=2[CH3:27])=[CH:31][CH:30]=1. Reported procedure: Prepared by following process provided in example 3 step 4, using 48b and (4-chlorophenyl)boronic acid as reactants. The reactants are [OH-].[K+] (KOH), Cl.ClCCN1CCOCC1 (2-chloroethylmorpholine HCl), COC1=CC=C2C=C(NC2=C1)C (6-methoxy-2-methylindole). Solvent: CS(=O)C (DMSO), CS(=O)C (DMSO). Conditions: time 10 minute. Product: COC1=CC=C2C=C(N(C2=C1)CCN1CCOCC1)C (4-(2-(6-methoxy-2-methyl-1H-indol-1-yl)ethyl)morpholine). As a reaction SMILES: Cl.Cl[CH2:3][CH2:4][N:5]1[CH2:10][CH2:9][O:8][CH2:7][CH2:6]1.[OH-].[K+].[CH3:13][O:14][C:15]1[CH:23]=[C:22]2[C:18]([CH:19]=[C:20]([CH3:24])[NH:21]2)=[CH:17][CH:16]=1>CS(C)=O>[CH3:13][O:14][C:15]1[CH:23]=[C:22]2[C:18]([CH:19]=[C:20]([CH3:24])[N:21]2[CH2:3][CH2:4][N:5]2[CH2:10][CH2:9][O:8][CH2:7][CH2:6]2)=[CH:17][CH:16]=1 |f:0.1,2.3|. Procedure details: To a solution of 2-chloroethylmorpholine HCl (138 mg, 0.74 mmol) in 0.3 mL DMSO was added pulverized KOH (104 mg, 1.86 mmol), then after 10 min, a solution of 6-methoxy-2-methylindole (138 mg, 0.74 mmol) in 0.2 mL DMSO was added and the reaction stirred at room temperature overnight. The reaction mixture was partitioned between H2O and toluene, and the organic extract washed two times with H2O, dried over MgSO4, filtered, and concentrated in vacuo. The crude product was purified via silica gel c... The reactants are BrC(C(=O)O)C1=NOC2=C1C=CC=C2 (Alpha-bromo-1,2-benzisoxazole-3-acetic acid). The solvent is C1(=CC=CC=C1)C (toluene). The product is BrCC1=NOC2=C1C=CC=C2 (3-bromomethyl-1,2-benzisoxazole). RXN SMILES: [Br:1][CH:2]([C:6]1[C:10]2[CH:11]=[CH:12][CH:13]=[CH:14][C:9]=2[O:8][N:7]=1)C(O)=O>C1(C)C=CC=CC=1>[Br:1][CH2:2][C:6]1[C:10]2[CH:11]=[CH:12][CH:13]=[CH:14][C:9]=2[O:8][N:7]=1. Procedure details: Alpha-bromo-1,2-benzisoxazole-3-acetic acid (58.0 g, 0.23 mole) is suspended in toluene (350 mL) and the mixture is stirred at reflux for 18 hours. The solvent is evaporated and the residue is taken up in methylene chloride (250 mL). This solution is washed with saturated aqueous sodium bicarbonate (2×50 mL), water (50 mL) and dried over anhydrous magnesium sulfate. The solution is filtered and evaporated to afford 3-bromomethyl-1,2-benzisoxazole, m.p. 60-62° C. The compound is purified by recry... The reactants are C[C@H](C(CP(OC)(OC)=O)=O)CCCC1=CC=CC=C1 ((S)-(+)-dimethyl (3-methyl-2-oxo-6-phenylhexyl)phosphonate), BrCCC1=CC=CC=C1 ((2-bromoethyl)benzene). The product is C[C@H](C(CP(OC)(OC)=O)=O)CCC1=CC=CC=C1 ((S)-(+)-dimethyl (3-methyl-2-oxo-5-phenylpentyl)phosphonate). Reaction SMILES: [CH3:1][C@@H:2](CCCC1C=CC=CC=1)[C:3](=[O:11])[CH2:4][P:5](=[O:10])([O:8][CH3:9])[O:6][CH3:7].Br[CH2:22][CH2:23][C:24]1[CH:29]=[CH:28][CH:27]=[CH:26][CH:25]=1>>[CH3:1][C@@H:2]([CH2:22][CH2:23][C:24]1[CH:29]=[CH:28][CH:27]=[CH:26][CH:25]=1)[C:3](=[O:11])[CH2:4][P:5](=[O:10])([O:6][CH3:7])[O:8][CH3:9]. Procedure: (S)-Dimethyl (3-methyl-2-oxo-5-phenylpentyl)phosphonate was prepared in the same manner as the second alternative preparation of (S)-(+)-dimethyl (3-methyl-2-oxo-6-phenylhexyl)phosphonate (15mb(i)) using the same sequence of reactions except that (2-bromoethyl)benzene was used instead of (3-bromopropyl)benzene. The crude product was purified by silica gel chromatography. Elution with ethyl acetate-heptane (50:50 v/v) afforded the title compound (460 mg) as a colorless oil; TLC Rf 0.14 (solvent s...